Dataset: the Open Reaction Database (ORD), a public repository of structured organic reaction records. Task: describe an organic reaction: reactants, conditions, products, and yield The product is ON=C1CCC(Oc2ncnc3c2CCCC3)CC1. Reaction SMILES: [C:1]1(=[O:18])[CH2:2][CH2:3][CH:4]([O:7][c:8]2[n:9][cH:10][n:11][c:12]3[c:17]2[CH2:16][CH2:15][CH2:14][CH2:13]3)[CH2:5][CH2:6]1.[CH3:20][C:21](=[O:22])[O-:23].[CH3:27][CH2:28][OH:29].[Cl-:24].[Na+:19].[OH:25][NH3+:26]>>[C:1]1(=[N:26][OH:25])[CH2:2][CH2:3][CH:4]([O:7][c:8]2[n:9][cH:10][n:11][c:12]3[c:17]2[CH2:16][CH2:15][CH2:14][CH2:13]3)[CH2:5][CH2:6]1. The reactants are O=C1CCC(Oc2ncnc3c2CCCC3)CC1, CC(=O)[O-], CCO, [Cl-], [Na+], [NH3+]O. The reactants are [Al+3], COC(=O)c1oc2ccc(OC)cc2c1C, [H-], [H-], [H-], [H-], [Li+], C1CCOC1, O. The product is COc1ccc2oc(C=O)c(C)c2c1. As a reaction SMILES: [Al+3:18].[CH3:1][O:2][c:3]1[cH:4][cH:5][c:6]2[c:7]([c:8]([CH3:15])[c:9]([C:11](=[O:12])[O:13][CH3:14])[o:10]2)[cH:16]1.[H-:17].[H-:20].[H-:21].[H-:22].[Li+:19].[O:24]1[CH2:25][CH2:26][CH2:27][CH2:28]1.[OH2:23]>>[CH3:1][O:2][c:3]1[cH:4][cH:5][c:6]2[c:7]([c:8]([CH3:15])[c:9]([CH:11]=[O:12])[o:10]2)[cH:16]1. Starting materials: OC1=C(C(=O)CCCCCCCCCCCCCCCCCCCCC(=O)OC)C(=CC(=C1OC)OC)C (methyl 21-(2-hydroxy-3,4-dimethoxy-6-methylbenzoyl)heneicosanoate), Cl(=O)(=O)(=O)O (perchloric acid). Reagents/catalysts: [Pd] (palladium-on-carbon). The solvent is C(C)(=O)O (acetic acid). Yields the product OC1=C(C(=CC(=C1OC)OC)C)CCCCCCCCCCCCCCCCCCCCCC(=O)OC (methyl 22-(2-hydroxy-3,4-dimethoxy-6-methylphenyl)docosanoate). RXN SMILES: [OH:1][C:2]1[C:33]([O:34][CH3:35])=[C:32]([O:36][CH3:37])[CH:31]=[C:30]([CH3:38])[C:3]=1[C:4]([CH2:6][CH2:7][CH2:8][CH2:9][CH2:10][CH2:11][CH2:12][CH2:13][CH2:14][CH2:15][CH2:16][CH2:17][CH2:18][CH2:19][CH2:20][CH2:21][CH2:22][CH2:23][CH2:24][CH2:25][C:26]([O:28][CH3:29])=[O:27])=O.Cl(O)(=O)(=O)=O>C(O)(=O)C.[Pd]>[OH:1][C:2]1[C:33]([O:34][CH3:35])=[C:32]([O:36][CH3:37])[CH:31]=[C:30]([CH3:38])[C:3]=1[CH2:4][CH2:6][CH2:7][CH2:8][CH2:9][CH2:10][CH2:11][CH2:12][CH2:13][CH2:14][CH2:15][CH2:16][CH2:17][CH2:18][CH2:19][CH2:20][CH2:21][CH2:22][CH2:23][CH2:24][CH2:25][C:26]([O:28][CH3:29])=[O:27]. Reported procedure: To a solution of methyl 21-(2-hydroxy-3,4-dimethoxy-6-methylbenzoyl)heneicosanoate in acetic acid is added perchloric acid and catalytic reduction is carried out with 5% palladium-on-carbon. The reaction mixture is worked up as in the corresponding step of Reference Example 2 and the resultant product is recrystallized from ethanol. The above procedure yields methyl 22-(2-hydroxy-3,4-dimethoxy-6-methylphenyl)docosanoate as colorless needles, m.p. 71° C.-72.5° C. Starting materials: O=C(NC(CO)C(=O)O)OCc1ccccc1, C(=NC1CCCCC1)=NC1CCCCC1, Oc1c(F)c(F)c(F)c(F)c1F, CN(C)C=O, O. Product: O=C(NC(CO)C(=O)Oc1c(F)c(F)c(F)c(F)c1F)OCc1ccccc1. RXN SMILES: [C:1](=[O:2])([O:3][CH2:4][c:5]1[cH:6][cH:7][cH:8][cH:9][cH:10]1)[NH:11][CH:12]([CH2:13][OH:14])[C:15](=[O:16])[OH:17].[CH:30]1([N:31]=[C:32]=[N:33][CH:34]2[CH2:35][CH2:36][CH2:37][CH2:38][CH2:39]2)[CH2:40][CH2:41][CH2:42][CH2:43][CH2:44]1.[F:18][c:19]1[c:20]([F:29])[c:21]([F:28])[c:22]([F:27])[c:23]([F:26])[c:24]1[OH:25].[O:46]=[CH:47][N:48]([CH3:49])[CH3:50].[OH2:45]>>[C:1](=[O:2])([O:3][CH2:4][c:5]1[cH:6][cH:7][cH:8][cH:9][cH:10]1)[NH:11][CH:12]([CH2:13][OH:14])[C:15]([O:16][c:24]1[c:19]([F:18])[c:20]([F:29])[c:21]([F:28])[c:22]([F:27])[c:23]1[F:26])=[O:17].